This data is from the Open Reaction Database (ORD), a public repository of structured organic reaction records. The task is: describe an organic reaction: reactants, conditions, products, and yield Starting materials: CC(C)(C)C(=O)Nc1nc(O)c2cc(CCc3ccc(C(=O)O)cc3)cnc2n1, CN1CCOCC1, CN1CCCC1=O, Cl, CCOC(=O)CCC(N)C(=O)OCC, O=P(Cl)(Nc1ccccc1)Oc1ccccc1. Product: CCOC(=O)CCC(NC(=O)c1ccc(CCc2cnc3nc(NC(=O)C(C)(C)C)nc(O)c3c2)cc1)C(=O)OCC. RXN SMILES: [C:1]([C:2]([CH3:3])([CH3:4])[CH3:5])(=[O:6])[NH:7][c:8]1[n:9][c:10]([OH:29])[c:11]2[c:12]([n:13]1)[n:14][cH:15][c:16]([CH2:18][CH2:19][c:20]1[cH:21][cH:22][c:23]([C:24](=[O:25])[OH:26])[cH:27][cH:28]1)[cH:17]2.[CH3:47][N:48]1[CH2:49][CH2:50][O:51][CH2:52][CH2:53]1.[CH3:69][N:70]1[CH2:71][CH2:72][CH2:73][C:74]1=[O:75].[ClH:54].[NH2:55][CH:56]([CH2:57][CH2:58][C:59](=[O:60])[O:61][CH2:62][CH3:63])[C:64](=[O:65])[O:66][CH2:67][CH3:68].[c:30]1([NH:31][P:32]([Cl:33])(=[O:34])[O:35][c:36]2[cH:37][cH:38][cH:39][cH:40][cH:41]2)[cH:42][cH:43][cH:44][cH:45][cH:46]1>>[C:1]([C:2]([CH3:3])([CH3:4])[CH3:5])(=[O:6])[NH:7][c:8]1[n:9][c:10]([OH:29])[c:11]2[c:12]([n:13]1)[n:14][cH:15][c:16]([CH2:18][CH2:19][c:20]1[cH:21][cH:22][c:23]([C:24](=[O:25])[NH:55][CH:56]([CH2:57][CH2:58][C:59](=[O:60])[O:61][CH2:62][CH3:63])[C:64](=[O:65])[O:66][CH2:67][CH3:68])[cH:27][cH:28]1)[cH:17]2. The reactants are C(C)(C)(C)NS(=O)(=O)C=1C=NC=C(C1)C1=NN=C(C2=C(C=CC=C12)C1=CC=CC=C1)Cl (N-(tert-butyl)-5-(4-chloro-5-phenylphthalazin-1-yl)pyridine-3-sulfonamide), N1=C(C=CC=C1)CN (pyridin-2-ylmethanamine). Solvent: C1(=CC=CC=C1)C (toluene). Run at temperature 100 celsius. Product: C(C)(C)(C)NS(=O)(=O)C=1C=NC=C(C1)C1=NN=C(C2=C(C=CC=C12)C1=CC=CC=C1)NCC1=NC=CC=C1 (N-(tert-butyl)-5-(5-phenyl-4-((pyridin-2-ylmethyl)amino)phthalazin-1-yl)pyridine-3-sulfonamide). Yield: 7.6%. Reaction SMILES: [C:1]([NH:5][S:6]([C:9]1[CH:10]=[N:11][CH:12]=[C:13]([C:15]2[C:24]3[C:19](=[C:20]([C:25]4[CH:30]=[CH:29][CH:28]=[CH:27][CH:26]=4)[CH:21]=[CH:22][CH:23]=3)[C:18](Cl)=[N:17][N:16]=2)[CH:14]=1)(=[O:8])=[O:7])([CH3:4])([CH3:3])[CH3:2].[N:32]1[CH:37]=[CH:36][CH:35]=[CH:34][C:33]=1[CH2:38][NH2:39]>C1(C)C=CC=CC=1>[C:1]([NH:5][S:6]([C:9]1[CH:10]=[N:11][CH:12]=[C:13]([C:15]2[C:24]3[C:19](=[C:20]([C:25]4[CH:30]=[CH:29][CH:28]=[CH:27][CH:26]=4)[CH:21]=[CH:22][CH:23]=3)[C:18]([NH:39][CH2:38][C:33]3[CH:34]=[CH:35][CH:36]=[CH:37][N:32]=3)=[N:17][N:16]=2)[CH:14]=1)(=[O:8])=[O:7])([CH3:4])([CH3:3])[CH3:2]. Reported procedure: To a solution of N-(tert-butyl)-5-(4-chloro-5-phenylphthalazin-1-yl)pyridine-3-sulfonamide (0.400 g, 0.883 mmol) in toluene (5 mL) was added pyridin-2-ylmethanamine (0.0950 g, 0.883 mmol) and the contents were heated at 100° C. for 12 h. The volatile components were removed under reduced pressure and the resulting residue was purified by preparative HPLC (Condition 16 as described in general methods) to yield N-(tert-butyl)-5-(5-phenyl-4-((pyridin-2-ylmethyl)amino)phthalazin-1-yl)pyridine-3-sulf... The reactants are C(C1=CC=CC=C1)O[C@H]1C(O[C@@H]([C@H]([C@@H]1OCC1=CC=CC=C1)OCC1=CC=CC=C1)COCC1=CC=CC=C1)O ((3R,4S,5R,6R)-3,4,5-tris(benzyloxy)-6-[(benzyloxy)methyl]oxan-2-ol), [H-].[H-].[H-].[H-].[Li+].[Al+3] (LiAlH4). Run in C1CCOC1 (THF). Conditions: time 20 hour. Yields the product C(C1=CC=CC=C1)O[C@@H](CO)[C@H]([C@@H]([C@@H](COCC1=CC=CC=C1)O)OCC1=CC=CC=C1)OCC1=CC=CC=C1 ((2S,3R,4R,5R)-2,3,4,6-tetrakis(benzyloxy)hexane-1,5-diol). Isolated yield 95.6%. As a reaction SMILES: [CH2:1]([O:8][C@@H:9]1[C@@H:14]([O:15][CH2:16][C:17]2[CH:22]=[CH:21][CH:20]=[CH:19][CH:18]=2)[C@H:13]([O:23][CH2:24][C:25]2[CH:30]=[CH:29][CH:28]=[CH:27][CH:26]=2)[C@@H:12]([CH2:31][O:32][CH2:33][C:34]2[CH:39]=[CH:38][CH:37]=[CH:36][CH:35]=2)[O:11][CH:10]1[OH:40])[C:2]1[CH:7]=[CH:6][CH:5]=[CH:4][CH:3]=1.[H-].[H-].[H-].[H-].[Li+].[Al+3]>C1COCC1>[CH2:1]([O:8][C@H:9]([C@@H:14]([O:15][CH2:16][C:17]1[CH:18]=[CH:19][CH:20]=[CH:21][CH:22]=1)[C@H:13]([O:23][CH2:24][C:25]1[CH:30]=[CH:29][CH:28]=[CH:27][CH:26]=1)[C@H:12]([OH:11])[CH2:31][O:32][CH2:33][C:34]1[CH:35]=[CH:36][CH:37]=[CH:38][CH:39]=1)[CH2:10][OH:40])[C:2]1[CH:7]=[CH:6][CH:5]=[CH:4][CH:3]=1 |f:1.2.3.4.5.6|. Reported procedure: To a stirred solution of (3R,4S,5R,6R)-3,4,5-tris(benzyloxy)-6-[(benzyloxy)methyl]oxan-2-ol 1 (25 g, 46.24 mmol) in THF (310 mL) was added solid LiAlH4 (6.14 g, 161.84 mmol) portion-wise at 0° C. and the reaction mixture was stirred at room temperature for 20 h. The reaction mixture was cooled to 0° C. and carefully quenched with with saturated Na2SO4 solution (35 mL) and the reaction mixture was stirred at room temperature for 30 min. Solid was filtered through a celite pad and the filtrate was...